This data is from the Open Reaction Database (ORD), a public repository of structured organic reaction records. The task is: describe an organic reaction: reactants, conditions, products, and yield Starting materials: O=c1c(Br)c(OCc2ccc(F)cc2F)ccn1Cc1ccc(CCl)cc1, C1CCOC1, CNC. Yields the product CN(C)Cc1ccc(Cn2ccc(OCc3ccc(F)cc3F)c(Br)c2=O)cc1. Reaction SMILES: [Br:1][c:2]1[c:3](=[O:27])[n:4]([CH2:18][c:19]2[cH:20][cH:21][c:22]([CH2:25][Cl:26])[cH:23][cH:24]2)[cH:5][cH:6][c:7]1[O:8][CH2:9][c:10]1[c:11]([F:17])[cH:12][c:13]([F:16])[cH:14][cH:15]1.[CH2:31]1[O:32][CH2:33][CH2:34][CH2:35]1.[CH3:28][NH:29][CH3:30]>>[Br:1][c:2]1[c:3](=[O:27])[n:4]([CH2:18][c:19]2[cH:20][cH:21][c:22]([CH2:25][N:29]([CH3:28])[CH3:30])[cH:23][cH:24]2)[cH:5][cH:6][c:7]1[O:8][CH2:9][c:10]1[c:11]([F:17])[cH:12][c:13]([F:16])[cH:14][cH:15]1. The reactants are CCCCCCCCOc1ccc(C=O)cc1, C1CCOC1, CC(C)(C)[O-], CCCCCC, COC[P+](c1ccccc1)(c1ccccc1)c1ccccc1, [Cl-], [K+], C1COCCOCCOCCOCCOCCO1. The product is CCCCCCCCOc1ccc(C=COC)cc1. RXN SMILES: [CH2:48]([CH2:49][CH2:50][CH2:51][CH2:52][CH2:53][CH2:54][CH3:55])[O:56][c:57]1[cH:58][cH:59][c:60]([CH:61]=[O:62])[cH:63][cH:64]1.[CH2:65]1[O:66][CH2:67][CH2:68][CH2:69]1.[CH3:1][C:2]([CH3:3])([O-:4])[CH3:5].[CH3:70][CH2:71][CH2:72][CH2:73][CH2:74][CH3:75].[CH3:8][O:9][CH2:10][P+:11]([c:12]1[cH:13][cH:14][cH:15][cH:16][cH:17]1)([c:18]1[cH:19][cH:20][cH:21][cH:22][cH:23]1)[c:24]1[cH:25][cH:26][cH:27][cH:28][cH:29]1.[Cl-:7].[K+:6].[O:30]1[CH2:31][CH2:32][O:33][CH2:34][CH2:35][O:36][CH2:37][CH2:38][O:39][CH2:40][CH2:41][O:42][CH2:43][CH2:44][O:45][CH2:46][CH2:47]1>>[CH3:8][O:9][CH:10]=[CH:61][c:60]1[cH:59][cH:58][c:57]([O:56][CH2:48][CH2:49][CH2:50][CH2:51][CH2:52][CH2:53][CH2:54][CH3:55])[cH:64][cH:63]1. Reactants: C(#N)C(C)(C)C=1C=C(C(=O)NC2=CC(=CC=C2)OC2=C(C=C(C=C2)[N+](=O)[O-])F)C=CC1 (3-(1-cyano-1-methylethyl)-N-[3-(2-fluoro-4-nitrophenoxy)phenyl]benzamide), [Cl-].[Ca+2].[Cl-] (calcium chloride), reduced iron, O (water). Run in C(C)O (ethanol). RXN SMILES: [C:1]([C:3]([C:6]1[CH:7]=[C:8]([CH:29]=[CH:30][CH:31]=1)[C:9]([NH:11][C:12]1[CH:17]=[CH:16][CH:15]=[C:14]([O:18][C:19]2[CH:24]=[CH:23][C:22]([N+:25]([O-])=O)=[CH:21][C:20]=2[F:28])[CH:13]=1)=[O:10])([CH3:5])[CH3:4])#[N:2].[Cl-].[Ca+2].[Cl-].O>C(O)C>[NH2:25][C:22]1[CH:23]=[CH:24][C:19]([O:18][C:14]2[CH:13]=[C:12]([NH:11][C:9](=[O:10])[C:8]3[CH:29]=[CH:30][CH:31]=[C:6]([C:3]([C:1]#[N:2])([CH3:5])[CH3:4])[CH:7]=3)[CH:17]=[CH:16][CH:15]=2)=[C:20]([F:28])[CH:21]=1 |f:1.2.3|. Reported procedure: A suspension of 3-(1-cyano-1-methylethyl)-N-[3-(2-fluoro-4-nitrophenoxy)phenyl]benzamide (2.03 g, 4.83 mmol), calcium chloride (1.41 g, 12.1 mmol) and reduced iron (2.97 g, 53.1 mmol) in ethanol (300 mL)/water (30 mL) was stirred with heating at 80° C. for 12 hr. The reaction mixture was cooled to room temperature, and passed through a pad filled with celite to separate insoluble material, and the insoluble materials were washed with ethanol. The filtrate and washing were combined and concentrat... The product is NC1=CC(=C(OC=2C=C(C=CC2)NC(C2=CC(=CC=C2)C(C)(C)C#N)=O)C=C1)F (N-[3-(4-amino-2-fluorophenoxy)phenyl]-3-(1-cyano-1-methylethyl)benzamide). Run at temperature 80 celsius. Starting materials: BrC=1C(NN=CC1N[C@H]1[C@@H]([C@@H]2C([C@H](C1)C2)(C)C)C)=O (4-Bromo-5-[(1R,2R,3R,5S)-2,6,6-trimethylbicyclo[3.1.1]hept-3-ylamino]pyridazin-3(2H)-one), BrC(C(=O)OCC)C (ethyl 2-bromopropionate), C([O-])([O-])=O.[K+].[K+] (potassium carbonate), [Cl-].[NH4+] (ammonium chloride). The solvent is CN(C=O)C (N,N-dimethylformamide). Reaction conditions: temperature 80 celsius, time 2 hour. Yields the product BrC1=C(C=NN(C1=O)C(C(=O)OCC)C)N[C@H]1[C@@H]([C@@H]2C([C@H](C1)C2)(C)C)C (Ethyl 2-{5-bromo-6-oxo-4-[(1R,2R,3R,5S)-2,6,6-trimethylbicyclo[3.1.1]hept-3-ylamino]pyridazin-1(6H)-yl}propanoate). Isolated yield 54.9%. RXN SMILES: [Br:1][C:2]1[C:3](=[O:19])[NH:4][N:5]=[CH:6][C:7]=1[NH:8][C@@H:9]1[CH2:14][C@@H:13]2[CH2:15][C@@H:11]([C:12]2([CH3:17])[CH3:16])[C@H:10]1[CH3:18].Br[CH:21]([CH3:27])[C:22]([O:24][CH2:25][CH3:26])=[O:23].C(=O)([O-])[O-].[K+].[K+].[Cl-].[NH4+]>CN(C)C=O>[Br:1][C:2]1[C:3](=[O:19])[N:4]([CH:21]([CH3:27])[C:22]([O:24][CH2:25][CH3:26])=[O:23])[N:5]=[CH:6][C:7]=1[NH:8][C@@H:9]1[CH2:14][C@@H:13]2[CH2:15][C@@H:11]([C:12]2([CH3:16])[CH3:17])[C@H:10]1[CH3:18] |f:2.3.4,5.6|. Reported procedure: 4-Bromo-5-[(1R,2R,3R,5S)-2,6,6-trimethylbicyclo[3.1.1]hept-3-ylamino]pyridazin-3(2H)-one (208 mg, 0.637 mmol) in N,N-dimethylformamide (2 mL) was mixed with ethyl 2-bromopropionate (124 μL, 0.955 mmol) and potassium carbonate (132 mg, 0.955 mmol) at room temperature and stirred at 80° C. for 2 hours. After cooling, the reaction solution was mixed with saturated aqueous ammonium chloride and extracted with ethyl acetate. The resulting organic layer was washed with saturated aqueous ammonium chlor... Reactants: [Cl-], COC(=O)c1ccc(CCC(C=Cc2ccccc2OCCCCCl)Cc2ccc(C(=O)OC)cc2)cc1, [H-], [NH4+], [Na+], O=C1CCCN1, CN(C)C=O. The product is COC(=O)c1ccc(CCC(C=Cc2ccccc2OCCCCN2CCCC2=O)Cc2ccc(C(=O)OC)cc2)cc1. As a reaction SMILES: [Cl-:47].[Cl:9][CH2:10][CH2:11][CH2:12][CH2:13][O:14][c:15]1[c:16]([CH:21]=[CH:22][CH:23]([CH2:24][CH2:25][c:26]2[cH:27][cH:28][c:29]([C:30](=[O:31])[O:32][CH3:33])[cH:34][cH:35]2)[CH2:36][c:37]2[cH:38][cH:39][c:40]([C:43](=[O:44])[O:45][CH3:46])[cH:41][cH:42]2)[cH:17][cH:18][cH:19][cH:20]1.[H-:7].[NH4+:48].[Na+:8].[O:1]=[C:2]1[CH2:3][CH2:4][CH2:5][NH:6]1.[O:49]=[CH:50][N:51]([CH3:52])[CH3:53]>>[O:1]=[C:2]1[CH2:3][CH2:4][CH2:5][N:6]1[CH2:10][CH2:11][CH2:12][CH2:13][O:14][c:15]1[c:16]([CH:21]=[CH:22][CH:23]([CH2:24][CH2:25][c:26]2[cH:27][cH:28][c:29]([C:30](=[O:31])[O:32][CH3:33])[cH:34][cH:35]2)[CH2:36][c:37]2[cH:38][cH:39][c:40]([C:43](=[O:44])[O:45][CH3:46])[cH:41][cH:42]2)[cH:17][cH:18][cH:19][cH:20]1. Reactants: ClCCl, CC1(C)CC(C)(C)c2cc(C#Cc3ccc(CO)cn3)ccc2O1, CC(=O)O, CN(C)c1ccncc1, C(=NC1CCCCC1)=NC1CCCCC1. Yields the product CC(=O)OCc1ccc(C#Cc2ccc3c(c2)C(C)(C)CC(C)(C)O3)nc1. RXN SMILES: [CH2:53]([Cl:54])[Cl:55].[CH3:1][C:2]1([CH3:24])[O:3][c:4]2[cH:5][cH:6][c:7]([C:14]#[C:15][c:16]3[n:17][cH:18][c:19]([CH2:22][OH:23])[cH:20][cH:21]3)[cH:8][c:9]2[C:10]([CH3:12])([CH3:13])[CH2:11]1.[CH3:25][C:26]([OH:27])=[O:28].[CH3:44][N:45]([CH3:46])[c:47]1[cH:48][cH:49][n:50][cH:51][cH:52]1.[CH:29]1([N:30]=[C:31]=[N:32][CH:33]2[CH2:34][CH2:35][CH2:36][CH2:37][CH2:38]2)[CH2:39][CH2:40][CH2:41][CH2:42][CH2:43]1>>[CH3:1][C:2]1([CH3:24])[O:3][c:4]2[cH:5][cH:6][c:7]([C:14]#[C:15][c:16]3[n:17][cH:18][c:19]([CH2:22][O:23][C:26]([CH3:25])=[O:27])[cH:20][cH:21]3)[cH:8][c:9]2[C:10]([CH3:12])([CH3:13])[CH2:11]1. Starting materials: CC1(CCN(CC1)C(=O)OC(C)(C)C)OCCCCC(C)=O (tert-butyl 4-methyl-4-((5-oxohexyl)oxy)piperidine-1-carboxylate), CB1OC([C@H]2N1CCC2)(C2=CC=CC=C2)C2=CC=CC=C2 ((S)-1-methyl-3,3-diphenylhexahydropyrrolo[1,2-c][1,3,2]oxazaborole). Run in CCOC(=O)C (EtOAc), C(=O)([O-])[O-].[Na+].[Na+] (Na2CO3), C1(=CC=CC=C1)C (toluene), C1(=CC=CC=C1)C (toluene). Reaction conditions: temperature -35 celsius, time 30 minute. Yields the product O[C@@H](CCCCOC1(CCN(CC1)C(=O)OC(C)(C)C)C)C ((R)-tert-butyl 4-((5-hydroxyhexyl)oxy)-4-methylpiperidine-1-carboxylate). Isolated yield 78.8%. As a reaction SMILES: [CH3:1][C:2]1([O:15][CH2:16][CH2:17][CH2:18][CH2:19][C:20](=[O:22])[CH3:21])[CH2:7][CH2:6][N:5]([C:8]([O:10][C:11]([CH3:14])([CH3:13])[CH3:12])=[O:9])[CH2:4][CH2:3]1.CB1N2CCC[C@H]2C(C2C=CC=CC=2)(C2C=CC=CC=2)O1>C1(C)C=CC=CC=1.CCOC(C)=O.C([O-])([O-])=O.[Na+].[Na+]>[OH:22][C@H:20]([CH3:21])[CH2:19][CH2:18][CH2:17][CH2:16][O:15][C:2]1([CH3:1])[CH2:7][CH2:6][N:5]([C:8]([O:10][C:11]([CH3:14])([CH3:13])[CH3:12])=[O:9])[CH2:4][CH2:3]1 |f:4.5.6|. Procedure details: To a stirred yellow solution of tert-butyl 4-methyl-4-((5-oxohexyl)oxy)piperidine-1-carboxylate (5.8 g, 18.50 mmol) in anhydrous toluene (100 mL) was added (S)-1-methyl-3,3-diphenylhexahydropyrrolo[1,2-c][1,3,2]oxazaborole (2.052 g, 7.40 mmol). The mixture was cooled to −35° C. and a solution of 50% catechoborane (6.35 mL, 25.9 mmol) in toluene was added over 5 min. After 30 min, the reaction mixture was slowly warmed to −15° C. and stirred for additional 2 h. At his point LCMS indicated complet... Reactants: C(C)(C)N(C(C)C)CC (N,N-diisopropylethylamine), FC=1C=C(OC2=CC=NC3=CC(=C(C=C23)C(=O)OC)OC)C=CC1[N+](=O)[O-] (Methyl 4-(3-fluoro-4-nitrophenoxy)-7-methoxyquinoline-6-carboxylate), ClC1=CC=NC2=CC(=C(C=C12)C(=O)OC(C)(C)C)OC (tert-Butyl 4-chloro-7-methoxyquinoline-6-carboxylate). The solvent is CN1C(CCC1)=O (N-methylpyrrolidin-2-one). Yields the product ClC1=CC=NC2=CC(=C(C=C12)C(=O)OC)OC (methyl 4-chloro-7-methoxyquinoline-6-carboxylate), FC=1C=C(C=CC1[N+](=O)[O-])O (3-fluoro-4-nitrophenol). RXN SMILES: [Cl:1][C:2]1[C:11]2[C:6](=[CH:7][C:8]([O:19][CH3:20])=[C:9]([C:12]([O:14][C:15](C)(C)C)=[O:13])[CH:10]=2)[N:5]=[CH:4][CH:3]=1.C(N(CC)C(C)C)(C)C.[F:30][C:31]1[CH:32]=[C:33]([CH:51]=[CH:52][C:53]=1[N+:54]([O-:56])=[O:55])[O:34]C1C2C(=CC(OC)=C(C(OC)=O)C=2)N=CC=1>CN1CCCC1=O>[Cl:1][C:2]1[C:11]2[C:6](=[CH:7][C:8]([O:19][CH3:20])=[C:9]([C:12]([O:14][CH3:15])=[O:13])[CH:10]=2)[N:5]=[CH:4][CH:3]=1.[F:30][C:31]1[CH:32]=[C:33]([OH:34])[CH:51]=[CH:52][C:53]=1[N+:54]([O-:56])=[O:55]. Procedure: Similar to the synthesis of compound 1a, from methyl 4-chloro-7-methoxyquinoline-6-carboxylate (300 mg), 3-fluoro-4-nitrophenol (225 mg), N,N-diisopropylethylamine (415 μL), and N-methylpyrrolidin-2-one (1.5 mL), compound 49a was yielded (112 mg, yield: 25%).